Dataset: the Open Reaction Database (ORD), a public repository of structured organic reaction records. Task: describe an organic reaction: reactants, conditions, products, and yield Reactants: B(O)(O)O (orthoboric acid), B([O-])([O-])[O-].[Ca+2].B([O-])([O-])[O-].[Ca+2].[Ca+2] (calcium borate), C(=O)([O-])[O-].C(=O)([O-])[O-].[OH-].[OH-].[Mg+2].[Mg+2].[Mg+2] (KINSEI), B(O)(O)O (boric acid), N1=C(N)N=C(N)N=C1N (melamine). Product: B(O)(O)O.N1=C(N)N=C(N)N=C1N (melamine borate). As a reaction SMILES: [B:1]([OH:4])([OH:3])[OH:2].[N:5]1[C:12]([NH2:13])=[N:11][C:9]([NH2:10])=[N:8][C:6]=1[NH2:7].B([O-])([O-])[O-].[Ca+2].B([O-])([O-])[O-].[Ca+2].[Ca+2].C([O-])([O-])=O.C([O-])([O-])=O.[OH-].[OH-].[Mg+2].[Mg+2].[Mg+2]>>[B:1]([OH:4])([OH:3])[OH:2].[N:5]1[C:12]([NH2:13])=[N:11][C:9]([NH2:10])=[N:8][C:6]=1[NH2:7] |f:2.3.4.5.6,7.8.9.10.11.12.13,14.15|. Procedure details: First, 40 kg of anhydrous orthoboric acid, manufactured by Showa Chemical Industry Co., Ltd. (hereinafter, this product was used as anhydrous boric acid), 50 kg of melamine, and 1 kg of calcium borate, manufactured by KINSEI MATEC CO., LTD., were mixed by a Henschel mixer. Next, the mixture was placed in a constant temperature and humidity chamber at a temperature of 90° C. and a relative humidity of 85% for 5 hours to produce melamine borate. Then, the melamine borate was subjected to calcinati... Run in CO (methanol). As a reaction SMILES: C([N:8](CC1C=CC=CC=1)[C@@H:9]1[C:15](=[O:16])[NH:14][C:13]2[CH:17]=[C:18]([F:21])[CH:19]=[CH:20][C:12]=2[O:11][C:10]1([CH3:23])[CH3:22])C1C=CC=CC=1>CO.[Pd]>[NH2:8][C@@H:9]1[C:15](=[O:16])[NH:14][C:13]2[CH:17]=[C:18]([F:21])[CH:19]=[CH:20][C:12]=2[O:11][C:10]1([CH3:23])[CH3:22]. Product: N[C@H]1C(OC2=C(NC1=O)C=C(C=C2)F)(C)C ((S)-7-Amino-2-fluoro-6,6-dimethyl-6,7-dihydro-9H-5-oxa-9-aza-benzocyclohepten-8-one). Reactants: C(C1=CC=CC=C1)N([C@H]1C(OC2=C(NC1=O)C=C(C=C2)F)(C)C)CC2=CC=CC=C2 ((−)-(S)-7-dibenzylamino-2-fluoro-6,6-dimethyl-6,7-dihydro-9H-5-oxa-9-aza-benzocyclohepten-8-one). Reagents/catalysts: [Pd] (Pd/C). Procedure details: The title compound was prepared by hydrogenation of (−)-(S)-7-dibenzylamino-2-fluoro-6,6-dimethyl-6,7-dihydro-9H-5-oxa-9-aza-benzocyclohepten-8-one in methanol with Pd/C (10%), MS m/e (%): 225.3 (M+H+, 100). Procedure: The title compound was prepared following procedure described in Method B starting from Intermediate A1 and 6-chloro-N′-hydroxypyridine-3-carboximidamide (J. Med. Chem., 2005, 5215-5223). After purification by flash chromatography (silica, EtOAc/cHex), the title compound was obtained as a colorless oil (661 mg, 70%). HPLC (Method A), Rt: 5.8 min (purity: 99%). UPLC/MS, M+(ESI): 392.2. Yield: 70.0%. Starting materials: BrC1=C(C=C(C(=O)OC)C=C1)COC (methyl 4-bromo-3-(methoxymethyl)benzoate), ClC1=CC=C(C=N1)C(N)=NO (6-chloro-N′-hydroxypyridine-3-carboximidamide). Reaction SMILES: Br[C:2]1[CH:11]=[CH:10][C:5]([C:6]([O:8][CH3:9])=O)=[CH:4][C:3]=1[CH2:12][O:13]C.[Cl:15][C:16]1[N:21]=[CH:20][C:19]([C:22](=[N:24]O)[NH2:23])=[CH:18][CH:17]=1>>[Cl:15][C:16]1[CH:17]=[CH:18][C:19]([C:22]2[N:24]=[C:12]([C:3]3[CH:2]=[CH:11][C:10]([C:2]4[CH:11]=[CH:10][CH:5]=[CH:4][C:3]=4[CH3:12])=[C:5]([CH2:6][O:8][CH3:9])[CH:4]=3)[O:13][N:23]=2)=[CH:20][N:21]=1. The product is ClC1=NC=C(C=C1)C1=NOC(=N1)C1=CC(=C(C=C1)C1=C(C=CC=C1)C)COC (2-chloro-5-{5-[2-(methoxymethyl)-2′-methylbiphenyl-4-yl]-1,2,4-oxadiazol-3-yl}pyridine), oil. Starting materials: CCOC(=O)CBr, C1CCOC1, CC1CC(CCC2(C)OCCO2)C(=O)N1, C[Si](C)(C)[N-][Si](C)(C)C, CCOC(C)=O, [Na+]. The product is CCOC(=O)CN1C(=O)C(CCC2(C)OCCO2)CC1C. As a reaction SMILES: [Br:31][CH2:32][C:33](=[O:34])[O:35][CH2:36][CH3:37].[CH2:16]1[O:17][CH2:18][CH2:19][CH2:20]1.[CH3:1][CH:2]1[CH2:3][CH:4]([CH2:8][CH2:9][C:10]2([CH3:15])[O:11][CH2:12][CH2:13][O:14]2)[C:5](=[O:7])[NH:6]1.[CH3:22][Si:23]([N-:24][Si:25]([CH3:26])([CH3:27])[CH3:28])([CH3:29])[CH3:30].[CH3:38][CH2:39][O:40][C:41]([CH3:42])=[O:43].[Na+:21]>>[CH3:1][CH:2]1[CH2:3][CH:4]([CH2:8][CH2:9][C:10]2([CH3:15])[O:11][CH2:12][CH2:13][O:14]2)[C:5](=[O:7])[N:6]1[CH2:32][C:33](=[O:34])[O:35][CH2:36][CH3:37]. The reactants are O1CCOC2=C1C=CC(=C2)CN(C(OC(C)(C)C)=O)C2CCN(CC2)CCN2C(C=CC1=CC(=CC=C21)C)=O (tert-butyl (2,3-dihydro-1,4-benzodioxin-6-ylmethyl)(1-(2-(6-methyl-2-oxoquinolin-1(2H)-yl)ethyl)piperidin-4-yl)carbamate), Cl.O1CCOCC1 (hydrogen chloride 1,4-dioxane). Solvent: O1CCOCC1 (1,4-dioxane). Conditions: time 4 hour. Product: Cl.O1CCOC2=C1C=CC(=C2)CNC2CCN(CC2)CCN2C(C=CC1=CC(=CC=C21)C)=O (1-(2-(4-((2,3-dihydro-1,4-benzodioxin-6-ylmethyl)amino)piperidin-1-yl)ethyl)-6-methylquinolin-2(1H)-one hydrochloride). RXN SMILES: [O:1]1[C:6]2[CH:7]=[CH:8][C:9]([CH2:11][N:12]([CH:20]3[CH2:25][CH2:24][N:23]([CH2:26][CH2:27][N:28]4[C:37]5[C:32](=[CH:33][C:34]([CH3:38])=[CH:35][CH:36]=5)[CH:31]=[CH:30][C:29]4=[O:39])[CH2:22][CH2:21]3)C(=O)OC(C)(C)C)=[CH:10][C:5]=2[O:4][CH2:3][CH2:2]1.[ClH:40].O1CCOCC1>O1CCOCC1>[ClH:40].[O:1]1[C:6]2[CH:7]=[CH:8][C:9]([CH2:11][NH:12][CH:20]3[CH2:21][CH2:22][N:23]([CH2:26][CH2:27][N:28]4[C:37]5[C:32](=[CH:33][C:34]([CH3:38])=[CH:35][CH:36]=5)[CH:31]=[CH:30][C:29]4=[O:39])[CH2:24][CH2:25]3)=[CH:10][C:5]=2[O:4][CH2:3][CH2:2]1 |f:1.2,4.5|. Reported procedure: To 5 mL of a 1,4-dioxane solution containing 206 mg of tert-butyl (2,3-dihydro-1,4-benzodioxin-6-ylmethyl)(1-(2-(6-methyl-2-oxoquinolin-1(2H)-yl)ethyl)piperidin-4-yl)carbamate, 5 mL of 4 mol/L hydrogen chloride/1,4-dioxane was added, and stirred at room temperature for 4 hours. The solvent was removed under reduced pressure, 1,4-dioxane was added to the residue thus obtained, and the resulting solid was filtered to give 110 mg of 1-(2-(4-((2,3-dihydro-1,4-benzodioxin-6-ylmethyl)amino)piperidin-1...